describe an organic reaction: reactants, conditions, products, and yield From a dataset of the Open Reaction Database (ORD), a public repository of structured organic reaction records. The product is CC(C)N1CCN(c2cccc3ccoc23)CC1, Cl. The reactants are [BH3-]C#N, CO, CCOC(C)=O, CC(=O)[O-], CC(C)=O, CC(=O)O, Cl, Cl, [Na+], [Na+], c1cc(N2CCNCC2)c2occc2c1. RXN SMILES: [C:22]([BH3-:23])#[N:24].[CH3:27][OH:28].[CH3:29][CH2:30][O:31][C:32](=[O:33])[CH3:34].[CH3:2][C:3](=[O:4])[O-:5].[CH3:35][C:36](=[O:37])[CH3:38].[CH3:39][C:40](=[O:41])[OH:42].[ClH:26].[ClH:6].[Na+:1].[Na+:25].[o:7]1[c:8]2[c:9]([cH:10][cH:11]1)[cH:12][cH:13][cH:14][c:15]2[N:16]1[CH2:17][CH2:18][NH:19][CH2:20][CH2:21]1>>[CH3:2][CH:3]([N:19]1[CH2:18][CH2:17][N:16]([c:15]2[c:8]3[o:7][cH:11][cH:10][c:9]3[cH:12][cH:13][cH:14]2)[CH2:21][CH2:20]1)[CH3:22].[ClH:6]. The reactants are BrB(Br)Br, COc1ccc(NC(=O)Nc2cccc(C(F)(F)F)c2)c(OC)n1, ClCCl. Product: COc1ccc(NC(=O)Nc2cccc(C(F)(F)F)c2)c(O)n1. Reaction SMILES: [B:25]([Br:26])([Br:27])[Br:28].[CH3:1][O:2][c:3]1[n:4][c:5]([O:23][CH3:24])[cH:6][cH:7][c:8]1[NH:9][C:10](=[O:11])[NH:12][c:13]1[cH:14][c:15]([C:19]([F:20])([F:21])[F:22])[cH:16][cH:17][cH:18]1.[Cl:29][CH2:30][Cl:31]>>[OH:2][c:3]1[n:4][c:5]([O:23][CH3:24])[cH:6][cH:7][c:8]1[NH:9][C:10](=[O:11])[NH:12][c:13]1[cH:14][c:15]([C:19]([F:20])([F:21])[F:22])[cH:16][cH:17][cH:18]1. Reactants: O=C([O-])[O-], CCOCC, CC(CNS(C)(=O)=O)c1ccc(Br)cc1, Cc1ccccc1, CCOC(C)=O, OB(O)c1ccc(F)cc1, [K+], [K+], Cl[Pd]Cl, c1ccc(P(c2ccccc2)c2ccccc2)cc1, c1ccc(P(c2ccccc2)c2ccccc2)cc1. Product: CC(CNS(C)(=O)=O)c1ccc(-c2ccc(F)cc2)cc1. As a reaction SMILES: [C:16](=[O:17])([O-:18])[O-:19].[CH2:45]([O:46][CH2:47][CH3:48])[CH3:49].[CH3:1][S:2](=[O:3])(=[O:4])[NH:5][CH2:6][CH:7]([CH3:8])[c:9]1[cH:10][cH:11][c:12]([Br:15])[cH:13][cH:14]1.[CH3:32][c:33]1[cH:34][cH:35][cH:36][cH:37][cH:38]1.[CH3:39][CH2:40][O:41][C:42](=[O:43])[CH3:44].[F:22][c:23]1[cH:24][cH:25][c:26]([B:29]([OH:30])[OH:31])[cH:27][cH:28]1.[K+:20].[K+:21].[Pd:50]([Cl:51])[Cl:52].[c:53]1([P:54]([c:55]2[cH:56][cH:57][cH:58][cH:59][cH:60]2)[c:61]2[cH:62][cH:63][cH:64][cH:65][cH:66]2)[cH:67][cH:68][cH:69][cH:70][cH:71]1.[c:72]1([P:73]([c:74]2[cH:75][cH:76][cH:77][cH:78][cH:79]2)[c:80]2[cH:81][cH:82][cH:83][cH:84][cH:85]2)[cH:86][cH:87][cH:88][cH:89][cH:90]1>>[CH3:1][S:2](=[O:3])(=[O:4])[NH:5][CH2:6][CH:7]([CH3:8])[c:9]1[cH:10][cH:11][c:12](-[c:26]2[cH:25][cH:24][c:23]([F:22])[cH:28][cH:27]2)[cH:13][cH:14]1. Starting materials: B(Cl)(Cl)Cl (Boron trichloride), Cl.NCC1=CC(CC2=C(C(=CC=C12)OC)OC)C1=CC=CC=C1 (1-aminomethyl-5,6-dimethoxy-3-phenyl-3,4-dihydronaphthalene hydrochloride), CO (methanol). Solvent: ClCCCl (1,2-dichloroethane). Run at time 18 hour. The product is Cl.NCC1=CC(CC2=C(C(=CC=C12)O)O)C1=CC=CC=C1 (1-aminomethyl-5,6-dihydroxy-3-phenyl-3,4-dihydronaphthalene hydrochloride). The yield is 56.0%. Reaction SMILES: Cl.[NH2:2][CH2:3][C:4]1[C:13]2[C:8](=[C:9]([O:16]C)[C:10]([O:14]C)=[CH:11][CH:12]=2)[CH2:7][CH:6]([C:18]2[CH:23]=[CH:22][CH:21]=[CH:20][CH:19]=2)[CH:5]=1.B(Cl)(Cl)[Cl:25].CO>ClCCCl>[ClH:25].[NH2:2][CH2:3][C:4]1[C:13]2[C:8](=[C:9]([OH:16])[C:10]([OH:14])=[CH:11][CH:12]=2)[CH2:7][CH:6]([C:18]2[CH:19]=[CH:20][CH:21]=[CH:22][CH:23]=2)[CH:5]=1 |f:0.1,5.6|. Procedure details: A slurry of 10 g (25 mmol) of 1-aminomethyl-5,6-dimethoxy-3-phenyl-3,4-dihydronaphthalene hydrochloride, from Step 2, in 150 mL of 1,2-dichloroethane was cooled to 10° C. under a nitrogen atmosphere. Boron trichloride was passed through the reaction mixture until 27 g (230 mmol) had been added. The reaction mixture was allowed to warm to ambient temperature and stirred for 18 h. The reaction mixture was then cooled in ice and 100 mL of methanol was added dropwise. The reaction mixture was again ... The reactants are solution, [OH-].[Na+] (NaOH), COC(CCN1CCC(CC1)OC1=CC=C(C=C1)OC1=CC=CC=C1)=O (3-[4-(4-Phenoxy-phenoxy)-piperidin-1-yl]-propionic acid methyl ester). The solvent is CO.O (MeOH water). Run at temperature 50 celsius. Yields the product O(C1=CC=CC=C1)C1=CC=C(OC2CCN(CC2)CCC(=O)O)C=C1 (3-[4-(4-Phenoxy-phenoxy)-piperidin-1-yl]-propionic acid). Isolated yield 113.5%. Reaction SMILES: C[O:2][C:3](=[O:26])[CH2:4][CH2:5][N:6]1[CH2:11][CH2:10][CH:9]([O:12][C:13]2[CH:18]=[CH:17][C:16]([O:19][C:20]3[CH:25]=[CH:24][CH:23]=[CH:22][CH:21]=3)=[CH:15][CH:14]=2)[CH2:8][CH2:7]1.[OH-].[Na+]>CO.O>[O:19]([C:16]1[CH:15]=[CH:14][C:13]([O:12][CH:9]2[CH2:10][CH2:11][N:6]([CH2:5][CH2:4][C:3]([OH:26])=[O:2])[CH2:7][CH2:8]2)=[CH:18][CH:17]=1)[C:20]1[CH:21]=[CH:22][CH:23]=[CH:24][CH:25]=1 |f:1.2,3.4|. Reported procedure: To a solution of the product (143 mg, 0.4 mmol) from step 1 in 4:1 mixture of MeOH/water (2 mL) was added 2M solution of NaOH (241 uL, 0.48 mmol). Reaction mixture was heated at 50° C. for 16 h. Solvent was removed in vacuo, residue was washed with water, dissolved in MeOH and filtered. Filtrate was concentrated to give the product as white solid (155 mg, 100%): MS; m/z 342.5 (M+H); 1H NMR (400 MHz, DMSO-d6); δ 1.99 (br, 2H), 2.17-2.21 (m, 2H), 2.84-2.88 (m, 2H), 3.25-3.32 (m, 7H), 6.92-7.10 (m,... The reactants are NC=1C=C(C=CC1)NC(CCC)=O (N-(3-Aminophenyl)butyramide), ClC=1C=C(C(=O)O)C=CC1 (3-chlorobenzoic acid), C=1C=CC2=C(C1)N=NN2O (HOBt), C(Cl)Cl (DCM). Run in CC#N.C(Cl)Cl (CH3CN DCM). Yields the product C(CCC)(=O)NC=1C=C(C=CC1)NC(C1=CC(=CC=C1)Cl)=O (N-(3-butyramidophenyl)-3-chlorobenzamide). RXN SMILES: [NH2:1][C:2]1[CH:3]=[C:4]([NH:8][C:9](=[O:13])[CH2:10][CH2:11][CH3:12])[CH:5]=[CH:6][CH:7]=1.[Cl:14][C:15]1[CH:16]=[C:17]([CH:21]=[CH:22][CH:23]=1)[C:18](O)=[O:19].C1C=CC2N(O)N=NC=2C=1.C(Cl)Cl>CC#N.C(Cl)Cl>[C:9]([NH:8][C:4]1[CH:3]=[C:2]([NH:1][C:18](=[O:19])[C:17]2[CH:21]=[CH:22][CH:23]=[C:15]([Cl:14])[CH:16]=2)[CH:7]=[CH:6][CH:5]=1)(=[O:13])[CH2:10][CH2:11][CH3:12] |f:4.5|. Reported procedure: N-(3-Aminophenyl)butyramide (30 mg, 0.168 mmol), 3-chlorobenzoic acid (39.5 mg, 0.252 mmol), HOBt (28.4 mg, 0.185 mmol), and silica-supported DCC (from Silicycle Inc., 362 mg, 0.337 mmol) were added to a 13×100 mm test tube with stir bar. The tube was sealed with a rubber septum and dry DCM (3 mL) was added, then the reaction was stirred for 15 h. 50% CH3CN/DCM (4 mL) was then added, followed by silica-supported trimethylammonium carbonate (from Silicycle Inc., 534 mg, 0.337 mmol). The mixture w...